Task: describe an organic reaction: reactants, conditions, products, and yield. Dataset: the Open Reaction Database (ORD), a public repository of structured organic reaction records The product is CCn1nnn(CCBr)c1=O. Starting materials: BrCCBr, CCn1nn[nH]c1=O, CN(C)C=O, [Na+], [Na+], O=C([O-])[O-], O. Reaction SMILES: [Br:1][CH2:2][CH2:3][Br:4].[CH2:11]([CH3:12])[n:13]1[n:14][n:15][nH:16][c:17]1=[O:18].[CH3:19][N:20]([CH3:21])[CH:22]=[O:23].[Na+:5].[Na+:6].[O-:7][C:8](=[O:9])[O-:10].[OH2:24]>>[Br:1][CH2:2][CH2:3][n:16]1[n:15][n:14][n:13]([CH2:11][CH3:12])[c:17]1=[O:18]. Starting materials: BrC1=NC=CC(=N1)C (2-Bromo−4-methylpyrimidine), COC=1C=C(C=C(C1OC)OC)B(O)O (3,4,5-trimethoxyphenylboronic acid). The product is CC1=NC(=NC=C1)C1=CC(=C(C(=C1)OC)OC)OC (4-methyl-2-(3,4,5-Trimethoxyphenyl)-pyrimidine). Reaction SMILES: Br[C:2]1[N:7]=[C:6]([CH3:8])[CH:5]=[CH:4][N:3]=1.[CH3:9][O:10][C:11]1[CH:12]=[C:13](B(O)O)[CH:14]=[C:15]([O:19][CH3:20])[C:16]=1[O:17][CH3:18]>>[CH3:8][C:6]1[CH:5]=[CH:4][N:3]=[C:2]([C:13]2[CH:14]=[C:15]([O:19][CH3:20])[C:16]([O:17][CH3:18])=[C:11]([O:10][CH3:9])[CH:12]=2)[N:7]=1. Reported procedure: 2-Bromo−4-methylpyrimidine (1.5 g) and 3,4,5-trimethoxyphenylboronic acid (1.83 g) were reacted in the same manner as in Preparation Example 1 to obtain the title compound.